Dataset: the Open Reaction Database (ORD), a public repository of structured organic reaction records. Task: describe an organic reaction: reactants, conditions, products, and yield Reactants: CC(C)(C)C(=O)O, CCOP(=O)(CC(=O)C=P(c1ccccc1)(c1ccccc1)c1ccccc1)OCC, C=S1C2C(=O)C(=O)N2C(C(=O)O)C1(C)C, c1ccccc1. Yields the product CC(C)(C)C(=O)O, C=S1C2C(=CC(=O)CP(=O)(OCC)OCC)C(=O)N2C(C(=O)O)C1(C)C. Reaction SMILES: [C:1]([C:2]([CH3:3])([CH3:4])[CH3:5])(=[O:6])[OH:7].[CH2:23]([CH3:24])[O:25][P:26](=[O:27])([O:28][CH2:29][CH3:30])[CH2:31][C:32](=[O:33])[CH:34]=[P:35]([c:36]1[cH:37][cH:38][cH:39][cH:40][cH:41]1)([c:42]1[cH:43][cH:44][cH:45][cH:46][cH:47]1)[c:48]1[cH:49][cH:50][cH:51][cH:52][cH:53]1.[CH2:8]=[S:9]1[C:10]([CH3:21])([CH3:22])[CH:11]([C:18](=[O:19])[OH:20])[N:12]2[C:13](=[O:17])[C:14](=[O:16])[CH:15]12.[cH:54]1[cH:55][cH:56][cH:57][cH:58][cH:59]1>>[C:1]([C:2]([CH3:3])([CH3:4])[CH3:5])(=[O:6])[OH:7].[CH2:8]=[S:9]1[C:10]([CH3:21])([CH3:22])[CH:11]([C:18](=[O:19])[OH:20])[N:12]2[C:13](=[O:17])[C:14](=[CH:34][C:32]([CH2:31][P:26]([O:25][CH2:23][CH3:24])(=[O:27])[O:28][CH2:29][CH3:30])=[O:33])[CH:15]12. The reactants are O1CCN(CC1)C=1C=C2C(=NC1)OC1=CC=C(C=C1C21N=C(SC1)N(COCC[Si](C)(C)C)COCC[Si](C)(C)C)C=1C=NC=CC1 (3-morpholino-7-(pyridin-3-yl)-N,N-bis((2-(trimethylsilyl)ethoxy)methyl)-5′H-spiro[chromeno[2,3-b]pyridine-5,4′-thiazol]-2′-amine), C(=O)(C(F)(F)F)O (TFA). Run in C(Cl)Cl (DCM), C(Cl)Cl (DCM). Reaction conditions: temperature 50 celsius, time 3 hour. Yields the product O1CCN(CC1)C=1C=C2C(=NC1)OC1=CC=C(C=C1C21N=C(SC1)N)C=1C=NC=CC1 (3-morpholino-7-(pyridin-3-yl)-5′H-spiro[chromeno[2,3-b]pyridine-5,4′-thiazol]-2′-amine). RXN SMILES: [O:1]1[CH2:6][CH2:5][N:4]([C:7]2[CH:8]=[C:9]3[C:20]4([CH2:24][S:23][C:22]([N:25](COCC[Si](C)(C)C)COCC[Si](C)(C)C)=[N:21]4)[C:19]4[C:14](=[CH:15][CH:16]=[C:17]([C:42]5[CH:43]=[N:44][CH:45]=[CH:46][CH:47]=5)[CH:18]=4)[O:13][C:10]3=[N:11][CH:12]=2)[CH2:3][CH2:2]1.C(O)(C(F)(F)F)=O>C(Cl)Cl>[O:1]1[CH2:2][CH2:3][N:4]([C:7]2[CH:8]=[C:9]3[C:20]4([CH2:24][S:23][C:22]([NH2:25])=[N:21]4)[C:19]4[C:14](=[CH:15][CH:16]=[C:17]([C:42]5[CH:43]=[N:44][CH:45]=[CH:46][CH:47]=5)[CH:18]=4)[O:13][C:10]3=[N:11][CH:12]=2)[CH2:5][CH2:6]1. Procedure details: A solution of 3-morpholino-7-(pyridin-3-yl)-N,N-bis((2-(trimethylsilyl)ethoxy)methyl)-5′H-spiro[chromeno[2,3-b]pyridine-5,4′-thiazol]-2′-amine (0.066 g, 0.095 mmol) in 5 mL of DCM was treated with TFA (0.5 ml, 6.49 mmol). The reaction was stirred for 3 hrs at 50° C. The mixture was cooled to RT and was diluted with DCM (25 mL). The derived solution was washed with saturated sodium bicarbonate (50 mL). The aqueous layer was extracted with DCM (3×15 mL) and the combined organic layers were washed ... Starting materials: C(CCCCCCCCC=C)(=O)O (undecylenic acid), N1=CC=CC=C1 (pyridine), C[Si](C)(C)Cl (Trimethylsilyl chloride). Solvent: C1(=CC=CC=C1)C (toluene). Run at temperature 25 celsius, time 16 hour. Product: C[Si](C)(C)OC(CCCCCCCCC=C)=O (Undecylenic Acid -Trimethylsilyl Ester). RXN SMILES: [C:1]([OH:13])(=[O:12])[CH2:2][CH2:3][CH2:4][CH2:5][CH2:6][CH2:7][CH2:8][CH2:9][CH:10]=[CH2:11].N1C=CC=CC=1.[CH3:20][Si:21](Cl)([CH3:23])[CH3:22]>C1(C)C=CC=CC=1>[CH3:20][Si:21]([O:12][C:1](=[O:13])[CH2:2][CH2:3][CH2:4][CH2:5][CH2:6][CH2:7][CH2:8][CH2:9][CH:10]=[CH2:11])([CH3:23])[CH3:22]. Reported procedure: To a 3-liter, 3-neck flask equipped with an addition funnel, mechanical stirrer and reflux condenser were added undecylenic acid (Lucidol, 480 grams, 2.6 mol), pyridine (240 grams, 3.03 mol) and toluene (900 milliliters). Trimethylsilyl chloride (326 grams, 3.0 mol) was then added slowly via the addition funnel over 2.5 hours. After stirring at 25° C. for 16 hours, the precipitate was filtered off and washed with toluene. The flitrates were combined and the toluene was removed using a rotary eva... Starting materials: CN(N=C(C1=C(C=CC=C1)Cl)Cl)S(=O)(=O)C1=CC=CC=C1 (N-methyl-N-phenylsulfonyl-2-chlorobenzohydrazonoyl chloride), CCCCCCCC1=CC=C(C#N)C=C1 (4-(6-methylhexyl) benzonitrile), [Cl-].[Al+3].[Cl-].[Cl-] (aluminum chloride), ClC1=C(C=CC=C1)Cl (o-dichlorobenzene). Run in C(Cl)(Cl)Cl (chloroform). Conditions: temperature 140 celsius, time 30 minute. Product: ClC1=C(C=CC=C1)C1=NN(C(=N1)C1=CC=C(C=C1)CCCCCCC)C (3-(2-chlorophenyl)-1-methyl-5-[4-(6-methylhexyl)phenyl]-1H-1,2,4-triazole). Yield: 68.8%. Reaction SMILES: [CH3:1][N:2](S(C1C=CC=CC=1)(=O)=O)[N:3]=[C:4](Cl)[C:5]1[CH:10]=[CH:9][CH:8]=[CH:7][C:6]=1[Cl:11].[CH3:22][CH2:23][CH2:24][CH2:25][CH2:26][CH2:27][CH2:28][C:29]1[CH:36]=[CH:35][C:32]([C:33]#[N:34])=[CH:31][CH:30]=1.[Cl-].[Al+3].[Cl-].[Cl-].ClC1C=CC=CC=1Cl>C(Cl)(Cl)Cl>[Cl:11][C:6]1[CH:7]=[CH:8][CH:9]=[CH:10][C:5]=1[C:4]1[N:34]=[C:33]([C:32]2[CH:35]=[CH:36][C:29]([CH2:28][CH2:27][CH2:26][CH2:25][CH2:24][CH2:23][CH3:22])=[CH:30][CH:31]=2)[N:2]([CH3:1])[N:3]=1 |f:2.3.4.5|. Procedure: A mixture of 2.06 g of N-methyl-N-phenylsulfonyl-2-chlorobenzohydrazonoyl chloride, 1.30 g of 4-(6-methylhexyl) benzonitrile, 0.93 g of anhydrous aluminum chloride and 5 ml of o-dichlorobenzene was stirred in an oil bath at a temperature of 140° C. for 30 minutes. After the cooling, the resulting solution was dissolved in 200 ml of chloroform, washed with diluted hydrochloric acid solution, diluted sodium hydroxide aqueous solution and saline water in this order, dried over anhydrous magnesium s... Starting materials: CCN=C=NCCCN(C)C, CCN(C(C)C)C(C)C, Cl, Cl, Cl, NCC(=O)N1CCC(Nc2ccccc2Cl)CC1, CN(C)C=O, O, O=C(O)c1cc(-c2ccc(O)cc2)[nH]n1, On1nnc2ccccc21. Yields the product O=C(NCC(=O)N1CCC(Nc2ccccc2Cl)CC1)c1cc(-c2ccc(O)cc2)[nH]n1. RXN SMILES: [CH3:35][CH2:36][N:37]=[C:38]=[N:39][CH2:40][CH2:41][CH2:42][N:43]([CH3:44])[CH3:45].[CH:16]([N:17]([CH2:18][CH3:19])[CH:20]([CH3:21])[CH3:22])([CH3:23])[CH3:24].[ClH:46].[ClH:47].[ClH:48].[NH2:49][CH2:50][C:51](=[O:52])[N:53]1[CH2:54][CH2:55][CH:56]([NH:59][c:60]2[c:61]([Cl:66])[cH:62][cH:63][cH:64][cH:65]2)[CH2:57][CH2:58]1.[O:67]=[CH:68][N:69]([CH3:70])[CH3:71].[OH2:72].[OH:1][c:2]1[cH:3][cH:4][c:5](-[c:8]2[cH:9][c:10]([C:13](=[O:14])[OH:15])[n:11][nH:12]2)[cH:6][cH:7]1.[OH:25][n:26]1[c:27]2[c:28]([cH:29][cH:30][cH:31][cH:32]2)[n:33][n:34]1>>[OH:1][c:2]1[cH:3][cH:4][c:5](-[c:8]2[cH:9][c:10]([C:13](=[O:15])[NH:49][CH2:50][C:51](=[O:52])[N:53]3[CH2:54][CH2:55][CH:56]([NH:59][c:60]4[c:61]([Cl:66])[cH:62][cH:63][cH:64][cH:65]4)[CH2:57][CH2:58]3)[n:11][nH:12]2)[cH:6][cH:7]1. The reactants are NC=1N=CC2=C(N1)N(C(S2)=O)C2C(C1O[Si](OCC1O2)(C(C)(C)C)C(C)(C)C)OC(C)=O (Acetic acid 6-(5-amino-2-oxo-thiazolo[4,5-d]pyrimidin-3-yl)-2,2-di-tert-butyl-tetrahydro-furo[3,2-d][1,3,2]dioxasilin-7-yl ester), N1=CC=CC=C1 (Pyridine). The solvent is CO (methanol). Reaction conditions: time 1 hour. Yields the product NC=1N=CC2=C(N1)N(C(S2)=O)C2OC(C(C2OC(C)=O)O)CO (Acetic acid 2-(5-amino-2-oxo-thiazolo[4,5-d]pyrimidin-3-yl)-4-hydroxy-5-hydroxymethyl-tetrahydro-furan-3-yl ester). Isolated yield 90.8%. RXN SMILES: [NH2:1][C:2]1[N:3]=[CH:4][C:5]2[S:10][C:9](=[O:11])[N:8]([CH:12]3[O:20][CH:19]4[CH:14]([O:15][Si](C(C)(C)C)(C(C)(C)C)[O:17][CH2:18]4)[CH:13]3[O:29][C:30](=[O:32])[CH3:31])[C:6]=2[N:7]=1.N1C=CC=CC=1>CO>[NH2:1][C:2]1[N:3]=[CH:4][C:5]2[S:10][C:9](=[O:11])[N:8]([CH:12]3[CH:13]([O:29][C:30](=[O:32])[CH3:31])[CH:14]([OH:15])[CH:19]([CH2:18][OH:17])[O:20]3)[C:6]=2[N:7]=1. Procedure: To a solution of 17 (2.28 g, 4.73 mmol) in 10 mL anhydrous methanol was added 327 μL HF/Pyridine. The reaction was stirred at room temperature for 1 hour. The mixture was concentrated and purified by flash chromatography (0-10% MeOH—CH2Cl2) yielding 1.47 g (90%) 18: 1H NMR (400 MHz, DMSO-d6) δ 8.38 (1H, s), 6.86 (2H, bs), 5.82 (1H, d, J=4.68 Hz), 5.76-5.78 (1H, m), 5.34 (1H, d, J=7.8 Hz), 4.60 (1H, t, J=5.46 Hz), 4.27-4.31 (1H, m), 3.96-4.00 (1H, m), 3.61-3.72 (2H, m), 2.03 (3H, s); [M]+ @ m/z 3...